Dataset: the Open Reaction Database (ORD), a public repository of structured organic reaction records. Task: describe an organic reaction: reactants, conditions, products, and yield Starting materials: C([O-])(O)=O.[Na+] (sodium bicarbonate), C1=CC2=C(C=C1O)C(=CN2)CCN.Cl (Serotonin hydrochloride), C1(=CC=CC=C1)NC(CCCCC(C)=O)=O (N-phenyl-6-oxo-heptanamide), C(#N)[BH3-].[Na+] (sodium cyanoborohydride), Cl (hydrochloric acid). The solvent is C(C)O (ethanol), O (water), C(C)O (ethanol), O (water), CO (methanol). Run at time 4 day. Yields the product O.Cl.OC=1C=C2C(=CNC2=CC1)CCNC(CCCCC(=O)NC1=CC=CC=C1)C (6-[[2-(5-Hydroxy-1H-indol-3-yl)ethyl]amino]-N-phenyl-heptanamide, monohydrochloride hydrate). Isolated yield 176.4%. Reaction SMILES: [CH:1]1[C:6]([OH:7])=[CH:5][C:4]2[C:8]([CH2:11][CH2:12][NH2:13])=[CH:9][NH:10][C:3]=2[CH:2]=1.[ClH:14].[C:15]1([NH:21][C:22](=[O:30])[CH2:23][CH2:24][CH2:25][CH2:26][C:27](=O)[CH3:28])[CH:20]=[CH:19][CH:18]=[CH:17][CH:16]=1.C([BH3-])#N.[Na+].C(=O)(O)[O-].[Na+].Cl>CO.O.C(O)C>[OH2:7].[ClH:14].[OH:7][C:6]1[CH:5]=[C:4]2[C:3](=[CH:2][CH:1]=1)[NH:10][CH:9]=[C:8]2[CH2:11][CH2:12][NH:13][CH:27]([CH3:28])[CH2:26][CH2:25][CH2:24][CH2:23][C:22]([NH:21][C:15]1[CH:20]=[CH:19][CH:18]=[CH:17][CH:16]=1)=[O:30] |f:0.1,3.4,5.6,11.12.13|. Procedure details: Serotonin hydrochloride (1.000 g) and N-phenyl-6-oxo-heptanamide (1.289 g) were stirred in methanol (47 mL) under a nitrogen atmosphere and treated with sodium cyanoborohydride (0.444 g), excluding light from the reaction. After 4 d at ca. 23° C., a solution of sodium bicarbonate (1.00 g) in water (25 mL) was added. One hour later, the reaction was diluted with water (75 mL) and extracted with 1:4 2-propanol:dichloromethane (3×75 mL). The combined extracts were dried (Na2SO4), filtered, and conc... Reactants: CC1=NC(=CC=C1OCC1=CC=CC=C1)I (2-Methyl-3-benzyloxy-6-iodopyridine), C(C=C)(=O)OC(C)(C)C (tert-butyl acrylate), C([O-])(O)=O.[Na+] (sodium bicarbonate). The reagents and catalysts are [Cl-].C(CCC)[N+](CCCC)(CCCC)CCCC (tetrabutylammonium chloride), C(C)(=O)[O-].[Pd+2].C(C)(=O)[O-] (palladium acetate). Solvent: CN(C)C=O (DMF), CCOC(=O)C (EtOAc). Run at temperature 60 celsius, time 5 hour. The product is C(C1=CC=CC=C1)OC=1C=CC(=NC1C)/C=C/C(=O)OC(C)(C)C (tert-Butyl (2E)-3-(5-benzyloxy-6-methylpyridin-2-yl)acrylate). The yield is 84.7%. As a reaction SMILES: [CH3:1][C:2]1[C:7]([O:8][CH2:9][C:10]2[CH:15]=[CH:14][CH:13]=[CH:12][CH:11]=2)=[CH:6][CH:5]=[C:4](I)[N:3]=1.[C:17]([O:21][C:22]([CH3:25])([CH3:24])[CH3:23])(=[O:20])[CH:18]=[CH2:19].C(=O)(O)[O-].[Na+]>[Cl-].C([N+](CCCC)(CCCC)CCCC)CCC.CN(C=O)C.CCOC(C)=O.C([O-])(=O)C.[Pd+2].C([O-])(=O)C>[CH2:9]([O:8][C:7]1[CH:6]=[CH:5][C:4](/[CH:19]=[CH:18]/[C:17]([O:21][C:22]([CH3:25])([CH3:24])[CH3:23])=[O:20])=[N:3][C:2]=1[CH3:1])[C:10]1[CH:15]=[CH:14][CH:13]=[CH:12][CH:11]=1 |f:2.3,4.5,8.9.10|. Procedure details: To a solution of 828 mg (2.55 mmol) of 2-methyl-3-benzyloxy-6-iodopyridine (from Step B), 746 μL (5.09 mmol) of tert-butyl acrylate, 535 mg (6.37 mmol) of sodium bicarbonate, 708 mg (255 mmol) of tetrabutylammonium chloride, and 20 mg of crushed 4 A molecular sieve in 10 mL of DMF was added 29 mg (0.13 mmol) of palladium acetate. After stirring at 60° C. for 5 h, the reaction mixture was cooled to rt, diluted with EtOAc (20 mL), and filtered through a cake of Celite. The filtrate was washed with... The reactants are C1CCOC1, O=C(Cl)C(=O)Cl, ClCCl, [H-], Nc1ccc(-c2ccccc2C(F)(F)F)cc1[N+](=O)[O-], [Na+], O=C(O)C=CC1CCOCC1, CN(C)C=O. The product is O=C(C=CC1CCOCC1)Nc1ccc(-c2ccccc2C(F)(F)F)cc1[N+](=O)[O-]. Reaction SMILES: [CH2:43]1[O:44][CH2:45][CH2:46][CH2:47]1.[Cl:12][C:13]([C:14]([Cl:15])=[O:16])=[O:17].[Cl:40][CH2:41][Cl:42].[H-:19].[N+:20](=[O:21])([O-:22])[c:23]1[cH:24][c:25](-[c:30]2[c:31]([C:36]([F:37])([F:38])[F:39])[cH:32][cH:33][cH:34][cH:35]2)[cH:26][cH:27][c:28]1[NH2:29].[Na+:18].[O:1]1[CH2:2][CH2:3][CH:4]([CH:7]=[CH:8][C:9](=[O:10])[OH:11])[CH2:5][CH2:6]1.[O:48]=[CH:49][N:50]([CH3:51])[CH3:52]>>[O:1]1[CH2:2][CH2:3][CH:4]([CH:7]=[CH:8][C:9](=[O:11])[NH:29][c:28]2[c:23]([N+:20](=[O:21])[O-:22])[cH:24][c:25](-[c:30]3[c:31]([C:36]([F:37])([F:38])[F:39])[cH:32][cH:33][cH:34][cH:35]3)[cH:26][cH:27]2)[CH2:5][CH2:6]1. Starting materials: CC1Cc2ccc(Br)cc2CN1c1cc(N2CCN(C)CC2)nc(N)n1, O=C([O-])O, C1COCCO1, CO, [Na+], CC1(C)OB(c2cnn(C3CCOCC3)c2)OC1(C)C, O, c1ccc(P(c2ccccc2)(c2ccccc2)[Pd](P(c2ccccc2)(c2ccccc2)c2ccccc2)(P(c2ccccc2)(c2ccccc2)c2ccccc2)P(c2ccccc2)(c2ccccc2)c2ccccc2)cc1. The product is CC1Cc2ccc(-c3cnn(C4CCOCC4)c3)cc2CN1c1cc(N2CCN(C)CC2)nc(N)n1. RXN SMILES: [Br:1][c:2]1[cH:3][cH:4][c:5]2[c:10]([cH:11]1)[CH2:9][N:8]([c:12]1[n:13][c:14]([NH2:25])[n:15][c:16]([N:18]3[CH2:19][CH2:20][N:21]([CH3:24])[CH2:22][CH2:23]3)[cH:17]1)[CH:7]([CH3:26])[CH2:6]2.[C:47](=[O:48])([OH:49])[O-:50].[CH2:52]1[O:53][CH2:54][CH2:55][O:56][CH2:57]1.[CH3:58][OH:59].[Na+:51].[O:27]1[CH2:28][CH2:29][CH:30]([n:33]2[n:34][cH:35][c:36]([B:38]3[O:39][C:40]([CH3:41])([CH3:42])[C:43]([CH3:44])([CH3:45])[O:46]3)[cH:37]2)[CH2:31][CH2:32]1.[OH2:137].[cH:60]1[cH:61][cH:62][c:63]([P:64]([Pd:65]([P:66]([c:67]2[cH:68][cH:69][cH:70][cH:71][cH:72]2)([c:73]2[cH:74][cH:75][cH:76][cH:77][cH:78]2)[c:79]2[cH:80][cH:81][cH:82][cH:83][cH:84]2)([P:85]([c:86]2[cH:87][cH:88][cH:89][cH:90][cH:91]2)([c:92]2[cH:93][cH:94][cH:95][cH:96][cH:97]2)[c:98]2[cH:99][cH:100][cH:101][cH:102][cH:103]2)[P:104]([c:105]2[cH:106][cH:107][cH:108][cH:109][cH:110]2)([c:111]2[cH:112][cH:113][cH:114][cH:115][cH:116]2)[c:117]2[cH:118][cH:119][cH:120][cH:121][cH:122]2)([c:123]2[cH:124][cH:125][cH:126][cH:127][cH:128]2)[c:129]2[cH:130][cH:131][cH:132][cH:133][cH:134]2)[cH:135][cH:136]1>>[c:2]1(-[c:36]2[cH:35][n:34][n:33]([CH:30]3[CH2:29][CH2:28][O:27][CH2:32][CH2:31]3)[cH:37]2)[cH:3][cH:4][c:5]2[c:10]([cH:11]1)[CH2:9][N:8]([c:12]1[n:13][c:14]([NH2:25])[n:15][c:16]([N:18]3[CH2:19][CH2:20][N:21]([CH3:24])[CH2:22][CH2:23]3)[cH:17]1)[CH:7]([CH3:26])[CH2:6]2. The reactants are CC1(C)Cc2cc(C(=O)O)ccc2NC1c1cccc(Br)c1, O=C([O-])[O-], CN(C)CC(=O)O, CS(C)=O, Cl, [Cu]I, [K+], [K+], O=C1NCCN1. Product: CC1(C)Cc2cc(C(=O)O)ccc2NC1c1cccc(N2CCNC2=O)c1. RXN SMILES: [Br:1][c:2]1[cH:3][c:4]([CH:8]2[NH:9][c:10]3[cH:11][cH:12][c:13]([C:20](=[O:21])[OH:22])[cH:14][c:15]3[CH2:16][C:17]2([CH3:18])[CH3:19])[cH:5][cH:6][cH:7]1.[C:37](=[O:38])([O-:39])[O-:40].[CH3:30][N:31]([CH3:32])[CH2:33][C:34]([OH:35])=[O:36].[CH3:43][S:44](=[O:45])[CH3:46].[ClH:29].[Cu:47][I:48].[K+:41].[K+:42].[O:23]=[C:24]1[NH:25][CH2:26][CH2:27][NH:28]1>>[c:2]1([N:25]2[C:24](=[O:23])[NH:28][CH2:27][CH2:26]2)[cH:3][c:4]([CH:8]2[NH:9][c:10]3[cH:11][cH:12][c:13]([C:20](=[O:21])[OH:22])[cH:14][c:15]3[CH2:16][C:17]2([CH3:18])[CH3:19])[cH:5][cH:6][cH:7]1.